From a dataset of the Open Reaction Database (ORD), a public repository of structured organic reaction records. describe an organic reaction: reactants, conditions, products, and yield Reactants: CC(=O)OC(C)=O, O=[N+]([O-])c1cnc(NCc2ccccc2OC(F)(F)F)nc1NCC1CCC(N2CC(O)C2)CC1, c1ccncc1. The product is CC(=O)OC1CN(C2CCC(CNc3nc(NCc4ccccc4OC(F)(F)F)ncc3[N+](=O)[O-])CC2)C1. Reaction SMILES: [CH3:42][C:43](=[O:44])[O:45][C:46](=[O:47])[CH3:48].[N+:1](=[O:2])([O-:3])[c:4]1[c:5]([NH:23][CH2:24][CH:25]2[CH2:26][CH2:27][CH:28]([N:31]3[CH2:32][CH:33]([OH:35])[CH2:34]3)[CH2:29][CH2:30]2)[n:6][c:7]([NH:10][CH2:11][c:12]2[c:13]([O:18][C:19]([F:20])([F:21])[F:22])[cH:14][cH:15][cH:16][cH:17]2)[n:8][cH:9]1.[cH:36]1[cH:37][cH:38][n:39][cH:40][cH:41]1>>[N+:1](=[O:2])([O-:3])[c:4]1[c:5]([NH:23][CH2:24][CH:25]2[CH2:26][CH2:27][CH:28]([N:31]3[CH2:32][CH:33]([O:35][C:43]([CH3:42])=[O:44])[CH2:34]3)[CH2:29][CH2:30]2)[n:6][c:7]([NH:10][CH2:11][c:12]2[c:13]([O:18][C:19]([F:20])([F:21])[F:22])[cH:14][cH:15][cH:16][cH:17]2)[n:8][cH:9]1. Reactants: C(OCC)(OCC)OCC (triethyl orthoformate), N([C@@H](CC(C)C)C=O)C(=O)OCC1=CC=CC=C1 (CBZ-Leu-H), C1(=CC=C(C=C1)S(=O)(=O)O)C (p-toluenesulfonic acid). Run in C(C)O (ethanol). Run at time 30 minute. The product is C(C)OC([C@@H](NC(=O)OCC1=CC=CC=C1)CC(C)C)OCC (CBZ-Leucinal diethylacetal). RXN SMILES: [CH:1]([O:8][CH2:9][CH3:10])([O:5][CH2:6][CH3:7])OCC.[NH:11]([C:19]([O:21][CH2:22][C:23]1[CH:28]=[CH:27][CH:26]=[CH:25][CH:24]=1)=[O:20])[C@H:12](C=O)[CH2:13][CH:14]([CH3:16])[CH3:15].C1(C)C=CC(S(O)(=O)=O)=CC=1>C(O)C>[CH2:9]([O:8][CH:1]([O:5][CH2:6][CH3:7])[C@H:12]([CH2:13][CH:14]([CH3:16])[CH3:15])[NH:11][C:19]([O:21][CH2:22][C:23]1[CH:28]=[CH:27][CH:26]=[CH:25][CH:24]=1)=[O:20])[CH3:10]. Procedure: 104 mL of triethyl orthoformate was added over a period of 30 min to a solution of CBZ-Leu-H (12 g) and p-toluenesulfonic acid (0.9 g) in 100 mL of anhydrous ethanol (EtOH). The mixture was stirred for 30 min, and then was evaporated and diluted with 500 mL of ether. The ether layer was washed consecutively with saturated solutions of NaHCO3 and sodium chloride. The yellowish brown semisolid was recrystallized from cold hexane to yield off-white needles of CBZ-Leucinal diethylacetal. 1H NMR (300... The reactants are CCCCO, COc1cc2ncnc(Cl)c2cc1OCCCN1CCN(C)CC1, Cl, Nc1ccc2nc(NC(=O)c3ccccc3)sc2c1, [Na+], O=C([O-])O. As a reaction SMILES: [CH2:50]([OH:51])[CH2:52][CH2:53][CH3:54].[Cl:20][c:21]1[n:22][cH:23][n:24][c:25]2[cH:26][c:27]([O:42][CH3:43])[c:28]([O:31][CH2:32][CH2:33][CH2:34][N:35]3[CH2:36][CH2:37][N:38]([CH3:41])[CH2:39][CH2:40]3)[cH:29][c:30]12.[ClH:44].[NH2:1][c:2]1[cH:3][c:4]2[c:5]([n:6][c:7]([NH:9][C:10]([c:11]3[cH:12][cH:13][cH:14][cH:15][cH:16]3)=[O:17])[s:8]2)[cH:18][cH:19]1.[Na+:45].[OH:46][C:47](=[O:48])[O-:49]>>[NH:1]([c:2]1[cH:3][c:4]2[c:5]([n:6][c:7]([NH:9][C:10]([c:11]3[cH:12][cH:13][cH:14][cH:15][cH:16]3)=[O:17])[s:8]2)[cH:18][cH:19]1)[c:21]1[n:22][cH:23][n:24][c:25]2[cH:26][c:27]([O:42][CH3:43])[c:28]([O:31][CH2:32][CH2:33][CH2:34][N:35]3[CH2:36][CH2:37][N:38]([CH3:41])[CH2:39][CH2:40]3)[cH:29][c:30]12. Product: COc1cc2ncnc(Nc3ccc4nc(NC(=O)c5ccccc5)sc4c3)c2cc1OCCCN1CCN(C)CC1. Reactants: BrBr (bromine), FC1=CC=C(C=C1)NC(=S)NCCO (N-(4-fluorophenyl)-N'-(2-hydroxyethyl)thiourea). Run in ClC(Cl)(Cl)Cl (tetrachloromethane), ClC(Cl)(Cl)Cl (tetrachloromethane). Reaction conditions: time 1 hour. Product: Br.FC1=CC2=C(N=C(S2)NCCO)C=C1 (2-[(6-fluoro-2-benzothiazolyl)amino]ethanol monohydrobromide). As a reaction SMILES: [F:1][C:2]1[CH:7]=[CH:6][C:5]([NH:8][C:9]([NH:11][CH2:12][CH2:13][OH:14])=[S:10])=[CH:4][CH:3]=1.[Br:15]Br>ClC(Cl)(Cl)Cl>[BrH:15].[F:1][C:2]1[CH:3]=[CH:4][C:5]2[N:8]=[C:9]([NH:11][CH2:12][CH2:13][OH:14])[S:10][C:6]=2[CH:7]=1 |f:3.4|. Procedure: To a stirred mixture of 6.4 parts of N-(4-fluorophenyl)-N'-(2-hydroxyethyl)thiourea and 80 parts of tetrachloromethane is added dropwise a solution of 4.8 parts of bromine in 40 parts of tetrachloromethane between 20° and 25° C. Upon completion, stirring is continued for 1 hour at reflux temperature. The reaction mixture is cooled to room temperature. The precipitated product is filtered off, washed with acetonitrile and dried, yielding 5.8 parts of 2-[(6-fluoro-2-benzothiazolyl)amino]ethanol mo... The reactants are O=C([O-])[O-], O=Cc1ccc(OCc2ccccc2)c(O)c1, CN(C)C=O, CCOCC, BrC1CCCC1, [K+], [K+], O. Product: O=Cc1ccc(OCc2ccccc2)c(OC2CCCC2)c1. Reaction SMILES: [C:18](=[O:19])([O-:20])[O-:21].[CH2:1]([c:2]1[cH:3][cH:4][cH:5][cH:6][cH:7]1)[O:8][c:9]1[c:10]([OH:17])[cH:11][c:12]([CH:13]=[O:14])[cH:15][cH:16]1.[CH3:31][N:32]([CH3:33])[CH:34]=[O:35].[CH3:36][CH2:37][O:38][CH2:39][CH3:40].[CH:24]1([Br:29])[CH2:25][CH2:26][CH2:27][CH2:28]1.[K+:22].[K+:23].[OH2:30]>>[CH2:1]([c:2]1[cH:3][cH:4][cH:5][cH:6][cH:7]1)[O:8][c:9]1[c:10]([O:17][CH:24]2[CH2:25][CH2:26][CH2:27][CH2:28]2)[cH:11][c:12]([CH:13]=[O:14])[cH:15][cH:16]1. Reactants: O=CC(=O)O, COc1cc(C=CC(C)=O)cc(OC)c1OC, CC(=O)O, O, O. The product is COc1cc(C=CC(=O)C=CC(=O)O)cc(OC)c1OC. Reaction SMILES: [C:19]([CH:20]=[O:21])(=[O:22])[OH:23].[CH3:1][O:2][c:3]1[cH:4][c:5]([CH:13]=[CH:14][C:15]([CH3:16])=[O:17])[cH:6][c:7]([O:11][CH3:12])[c:8]1[O:9][CH3:10].[CH3:24][C:25](=[O:26])[OH:27].[OH2:18].[OH2:28]>>[CH3:1][O:2][c:3]1[cH:4][c:5]([CH:13]=[CH:14][C:15]([CH:16]=[CH:20][C:19](=[O:22])[OH:23])=[O:17])[cH:6][c:7]([O:11][CH3:12])[c:8]1[O:9][CH3:10]. Reactants: C([O-])([O-])=O.[Cs+].[Cs+] (cesium carbonate), 0.037, ClC=1C=C(C=CC1)C=1N=C(SC1C(=O)N)N1C=NC2=C1C=C(C=C2)O (4-(3-chloro-phenyl)-2-(6-hydroxy-benzoimidazol-1-yl)-thiazole-5-carboxylic acid amide), BrCCN1CCOCC1 (4-(2-bromo-ethyl)-morpholine). Run in CN(C=O)C (dimethylformamide). The product is ClC=1C=C(C=CC1)C=1N=C(SC1C(=O)N)N1C=NC2=C1C=C(C=C2)OCCN2CCOCC2 (4-(3-chloro-phenyl)-2-[6-(2-morpholin-4-yl-ethoxy)-benzoimidazol-1-yl]-thiazole-5-carboxylic acid amide). As a reaction SMILES: [Cl:1][C:2]1[CH:3]=[C:4]([C:8]2[N:9]=[C:10]([N:16]3[C:20]4[CH:21]=[C:22]([OH:25])[CH:23]=[CH:24][C:19]=4[N:18]=[CH:17]3)[S:11][C:12]=2[C:13]([NH2:15])=[O:14])[CH:5]=[CH:6][CH:7]=1.Br[CH2:27][CH2:28][N:29]1[CH2:34][CH2:33][O:32][CH2:31][CH2:30]1.C(=O)([O-])[O-].[Cs+].[Cs+]>CN(C)C=O>[Cl:1][C:2]1[CH:3]=[C:4]([C:8]2[N:9]=[C:10]([N:16]3[C:20]4[CH:21]=[C:22]([O:25][CH2:27][CH2:28][N:29]5[CH2:34][CH2:33][O:32][CH2:31][CH2:30]5)[CH:23]=[CH:24][C:19]=4[N:18]=[CH:17]3)[S:11][C:12]=2[C:13]([NH2:15])=[O:14])[CH:5]=[CH:6][CH:7]=1 |f:2.3.4|. Reported procedure: To a mixture of 0.037 (0.1 mmole) of 4-(3-chloro-phenyl)-2-(6-hydroxy-benzoimidazol-1-yl)-thiazole-5-carboxylic acid amide (I.25d), 0.039 g (0.2 mmole) of 4-(2-bromo-ethyl)-morpholine and 1 mL of dimethylformamide was added 0.16 g (0.5 mmole) of cesium carbonate. The mixture was heated at 100 degrees for 3 hours. The mixture was cooled, the solid was removed by filtration and the filtrate purified by reverse phase silica gel chromatography, eluting with acetonitrile-water (gradient 30:70-100:0) ...